From a dataset of the Open Reaction Database (ORD), a public repository of structured organic reaction records. describe an organic reaction: reactants, conditions, products, and yield Starting materials: CC1=CC=C(C=N1)C(=O)C1C(C2=C(N=C(S2)NC(C)=O)CC1)=O (N-[6-(6-methyl-pyridine-3-carbonyl)-7-oxo-4,5,6,7-tetrahydro-benzothiazol-2-yl]-acetamide), Cl.ClC1=C(C=CC(=C1)[N+](=O)[O-])NN ((2-chloro-4-nitro-phenyl)-hydrazine hydrochloride). Run in C(C)(=O)O (acetic acid). Run at temperature 60 celsius. The product is ClC1=C(C=CC(=C1)[N+](=O)[O-])N1N=C(C2=C1C1=C(N=C(S1)NC(C)=O)CC2)C=2C=NC(=CC2)C (N-[1-(2-Chloro-4-nitro-phenyl)-3-(6-methyl-pyridin-3-yl)-4,5-dihydro-1H-pyrazolo[4,3-g]benzothiazol-7-yl]-acetamide). Yield: 72.9%. Reaction SMILES: [CH3:1][C:2]1[N:7]=[CH:6][C:5]([C:8]([CH:10]2[CH2:22][CH2:21][C:13]3[N:14]=[C:15]([NH:17][C:18](=[O:20])[CH3:19])[S:16][C:12]=3[C:11]2=O)=O)=[CH:4][CH:3]=1.Cl.[Cl:25][C:26]1[CH:31]=[C:30]([N+:32]([O-:34])=[O:33])[CH:29]=[CH:28][C:27]=1[NH:35][NH2:36]>C(O)(=O)C>[Cl:25][C:26]1[CH:31]=[C:30]([N+:32]([O-:34])=[O:33])[CH:29]=[CH:28][C:27]=1[N:35]1[C:11]2[C:12]3[S:16][C:15]([NH:17][C:18](=[O:20])[CH3:19])=[N:14][C:13]=3[CH2:21][CH2:22][C:10]=2[C:8]([C:5]2[CH:6]=[N:7][C:2]([CH3:1])=[CH:3][CH:4]=2)=[N:36]1 |f:1.2|. Procedure: A suspension of 5.0 g (15.2 mmol) N-[6-(6-methyl-pyridine-3-carbonyl)-7-oxo-4,5,6,7-tetrahydro-benzothiazol-2-yl]-acetamide (A-23) and 3.74 g (16.7 mmol) (2-chloro-4-nitro-phenyl)-hydrazine hydrochloride in 100 mL glacial acetic acid is stirred at 60° C. After stirring for 24 h at 60° C. the solvent is evaporated, the residue taken up in 200 mL of ACN and stirred for 20 min. The solid is filtered off and dried at 40° C. yielding 5.33 g of the desired product. The reactants are CC(C)(C)[Si](C)(C)Oc1ccc2cc(CNC(=O)OCc3ccccc3)[nH]c2c1, CCCC[N+](CCCC)(CCCC)CCCC, C1CCOC1, [F-]. The product is O=C(NCc1cc2ccc(O)cc2[nH]1)OCc1ccccc1. RXN SMILES: [CH2:1]([c:2]1[cH:3][cH:4][cH:5][cH:6][cH:7]1)[O:8][C:9]([NH:10][CH2:11][c:12]1[nH:13][c:14]2[cH:15][c:16]([O:21][Si:22]([C:23]([CH3:24])([CH3:25])[CH3:26])([CH3:27])[CH3:28])[cH:17][cH:18][c:19]2[cH:20]1)=[O:29].[CH2:31]([N+:32]([CH2:33][CH2:34][CH2:35][CH3:36])([CH2:37][CH2:38][CH2:39][CH3:40])[CH2:41][CH2:42][CH2:43][CH3:44])[CH2:45][CH2:46][CH3:47].[CH2:48]1[O:49][CH2:50][CH2:51][CH2:52]1.[F-:30]>>[CH2:1]([c:2]1[cH:3][cH:4][cH:5][cH:6][cH:7]1)[O:8][C:9]([NH:10][CH2:11][c:12]1[nH:13][c:14]2[cH:15][c:16]([OH:21])[cH:17][cH:18][c:19]2[cH:20]1)=[O:29]. Starting materials: C(C)(CC)[Li] (sec-butyllithium), C(C)(C)(C)[Si](C)(C)OC1=C(C=CC(=C1)F)F (tert-Butyl(2,5-difluorophenoxy)dimethylsilane), CN(C)C=O (DMF). Run in C1CCOC1 (THF). Run at temperature -78 celsius, time 30 minute. Product: [Si](C)(C)(C(C)(C)C)OC=1C(=C(C=O)C=C(C1)F)F (3-(tert-Butyldimethylsilyloxy)-2,5-difluorobenzaldehyde). The yield is 59.6%. Reaction SMILES: [C:1]([Si:5]([O:8][C:9]1[CH:14]=[C:13]([F:15])[CH:12]=[CH:11][C:10]=1[F:16])([CH3:7])[CH3:6])([CH3:4])([CH3:3])[CH3:2].C([Li])(CC)C.CN([CH:25]=[O:26])C>C1COCC1>[Si:5]([O:8][C:9]1[C:10]([F:16])=[C:11]([CH:12]=[C:13]([F:15])[CH:14]=1)[CH:25]=[O:26])([C:1]([CH3:4])([CH3:2])[CH3:3])([CH3:7])[CH3:6]. Procedure: A 500 mL round bottom flask was charged with 90.A (8.60 g, 35.2 mmol) and THF (70 mL) and cooled to −78° C. under N2. To the cold solution was added sec-butyllithium (1.4 M in cyclohexane) (available from Aldrich) (27.7 mL, 38.7 mmol) dropwise. The mixture was stirred for 30 minutes, and to it was added DMF (4.09 mL, 52.8 mmol) dropwise. The mixture was stirred for 30 minutes at −78° C., warmed to room temperature over 30 minutes, quenched with 1 N HCl, and diluted with EtOAc. The organic layers... Starting materials: ClC=1C=C(C=CC1F)C1=CC=C(C=C1)C[C@H](C1=NC(=NO1)C)N (2-(3′-chloro-4′-fluoro-biphenyl-4-yl)-1-(R)-(3-methyl-[1,2,4]oxadiazol-5-yl)-ethylamine), C(C)OC1=C(C=C(C=C1)C1=CC(=CC(=C1)C(F)(F)F)C(F)(F)F)C(=O)O (4-Ethoxy-3′,5′-bis-trifluoromethyl-biphenyl-3-carboxylic acid). The product is ClC=1C=C(C=CC1F)C1=CC=C(C=C1)C[C@H](C1=NC(=NO1)C)NC(=O)C=1C=C(C=CC1OCC)C1=CC(=CC(=C1)C(F)(F)F)C(F)(F)F (4-Ethoxy-3′,5′-bis-trifluoromethyl-biphenyl-3-carboxylic acid [2-(3′-chloro-4′-fluoro-biphenyl-4-yl)-1-(R)-(3-methyl-[1,2,4]oxadiazol-5-yl)-ethyl]-amide). Yield: 82.4%. As a reaction SMILES: [Cl:1][C:2]1[CH:3]=[C:4]([C:9]2[CH:14]=[CH:13][C:12]([CH2:15][C@@H:16]([NH2:23])[C:17]3[O:21][N:20]=[C:19]([CH3:22])[N:18]=3)=[CH:11][CH:10]=2)[CH:5]=[CH:6][C:7]=1[F:8].[CH2:24]([O:26][C:27]1[CH:32]=[CH:31][C:30]([C:33]2[CH:38]=[C:37]([C:39]([F:42])([F:41])[F:40])[CH:36]=[C:35]([C:43]([F:46])([F:45])[F:44])[CH:34]=2)=[CH:29][C:28]=1[C:47](O)=[O:48])[CH3:25]>>[Cl:1][C:2]1[CH:3]=[C:4]([C:9]2[CH:14]=[CH:13][C:12]([CH2:15][C@@H:16]([NH:23][C:47]([C:28]3[CH:29]=[C:30]([C:33]4[CH:34]=[C:35]([C:43]([F:44])([F:45])[F:46])[CH:36]=[C:37]([C:39]([F:40])([F:42])[F:41])[CH:38]=4)[CH:31]=[CH:32][C:27]=3[O:26][CH2:24][CH3:25])=[O:48])[C:17]3[O:21][N:20]=[C:19]([CH3:22])[N:18]=3)=[CH:11][CH:10]=2)[CH:5]=[CH:6][C:7]=1[F:8]. Procedure: 4-Ethoxy-3′,5′-bis-trifluoromethyl-biphenyl-3-carboxylic acid [2-(3′-chloro-4′-fluoro-biphenyl-4-yl)-1-(R)-(3-methyl-[1,2,4]oxadiazol-5-yl)-ethyl]-amide (57 mg) was prepared from 2-(3′-chloro-4′-fluoro-biphenyl-4-yl)-1-(R)-(3-methyl-[1,2,4]oxadiazol-5-yl)-ethylamine (33 mg, 0.10 mmol) and 4-Ethoxy-3′,5′-bis-trifluoromethyl-biphenyl-3-carboxylic acid (37 mg, 0.1 mmol) following the general procedure A. Reactants: CN(C)C(OC(C)(C)C)N(C)C, CN(C)C=O, O=[N+]([O-])c1cc2c(cc1Oc1ccc(F)cc1F)CCC2. The product is CN(C)C=C1CCc2cc(Oc3ccc(F)cc3F)c([N+](=O)[O-])cc21. RXN SMILES: [CH3:22][N:23]([CH3:24])[CH:25]([N:26]([CH3:27])[CH3:28])[O:29][C:30]([CH3:31])([CH3:32])[CH3:33].[CH3:34][N:35]([CH3:36])[CH:37]=[O:38].[F:1][c:2]1[c:3]([O:4][c:5]2[cH:6][c:7]3[c:11]([cH:12][c:13]2[N+:14](=[O:15])[O-:16])[CH2:10][CH2:9][CH2:8]3)[cH:17][cH:18][c:19]([F:21])[cH:20]1>>[F:1][c:2]1[c:3]([O:4][c:5]2[cH:6][c:7]3[c:11]([cH:12][c:13]2[N+:14](=[O:15])[O-:16])[C:10](=[CH:25][N:23]([CH3:22])[CH3:24])[CH2:9][CH2:8]3)[cH:17][cH:18][c:19]([F:21])[cH:20]1.